Task: describe an organic reaction: reactants, conditions, products, and yield. Dataset: the Open Reaction Database (ORD), a public repository of structured organic reaction records The reactants are O (water), [N+](=O)([O-])C1=CC=C(CBr)C=C1 (4-Nitrobenzylbromide), [Na].N1N=CN=C1 (1,2,4-triazole sodium salt), C(C)(=O)OCC (Ethyl acetate). Solvent: CN(C)C=O (DMF). Reaction conditions: time 16 hour. The product is [N+](=O)([O-])C1=CC=C(C=C1)CN1N=CN=C1 (1-(4-Nitrophenyl)methyl-1,2,4-triazole). The yield is 51.9%. RXN SMILES: [N+:1]([C:4]1[CH:11]=[CH:10][C:7]([CH2:8]Br)=[CH:6][CH:5]=1)([O-:3])=[O:2].[Na].[NH:13]1[CH:17]=[N:16][CH:15]=[N:14]1.C(OCC)(=O)C.O>CN(C=O)C>[N+:1]([C:4]1[CH:11]=[CH:10][C:7]([CH2:8][N:13]2[CH:17]=[N:16][CH:15]=[N:14]2)=[CH:6][CH:5]=1)([O-:3])=[O:2] |f:1.2,^1:11|. Procedure details: 4-Nitrobenzylbromide (21.6 g, 0.1 mol) was added to a rapidly stirred suspension of 1,2,4-triazole sodium salt (9.1 g, 0.1 mol) in anhydrous DMF (100 ml) and the mixture stirred at room temperature for 16 h. Ethyl acetate (400 ml) was added followed by water (250 ml) and the layers separated. The organic phase was washed with water (3×250 ml), dried (MgSO4) and evaporated. The residue was chromatographed on silica gel eluting with ethyl acetate to give the title-product (10.6 g, 52%); m.p. 98°-1...